From a dataset of the Open Reaction Database (ORD), a public repository of structured organic reaction records. describe an organic reaction: reactants, conditions, products, and yield Run in CN(C=O)C (N,N-dimethylformamide), C(C)(=O)OCC (ethyl acetate), CN(C)C=O (DMF). Reported procedure: To a solution of 2-[(2-cyclopropylethyl)oxy]-8-(methoxy)-1H-purin-6-amine trifluoroacetic acid salt (2.89 g) in dry N,N-dimethylformamide (32 ml) under nitrogen and at room temperature, was added potassium carbonate (4.41 g) in one go. The reaction was heated to 60° C. and stirred for 90 minutes. A solution of tetrahydro-3-furanylmethyl methanesulfonate, Isomer 2 (1.869 g) in dry DMF (3 ml) was then added gradually via pipette. The reaction was heated to 70° C. and left to stir overnight. Still ... The reactants are FC(C(=O)O)(F)F.C1(CC1)CCOC=1NC(=C2N=C(N=C2N1)OC)N (2-[(2-cyclopropylethyl)oxy]-8-(methoxy)-1H-purin-6-amine trifluoroacetic acid salt), C([O-])([O-])=O.[K+].[K+] (potassium carbonate), CS(=O)(=O)OCC1COCC1 (tetrahydro-3-furanylmethyl methanesulfonate), ClC1=NC(=C2N=CN(C2=N1)CC1CCOCC1)Cl (2,6-Dichloro-9-(tetrahydro-2H-pyran-4-ylmethyl)-9H-purine). Reaction conditions: temperature 60 celsius, time 90 minute. Reaction SMILES: FC(F)(F)C(O)=O.[CH:8]1([CH2:11][CH2:12][O:13][C:14]2[NH:15][C:16]([NH2:25])=[C:17]3[C:21]([N:22]=2)=[N:20][C:19]([O:23][CH3:24])=[N:18]3)[CH2:10][CH2:9]1.C(=O)([O-])[O-].[K+].[K+].CS(O[CH2:37][CH:38]1[CH2:42][CH2:41][O:40][CH2:39]1)(=O)=O.ClC1N=C2C(N=CN2CC2CCOCC2)=C(Cl)N=1>CN(C)C=O.C(OCC)(=O)C>[CH:8]1([CH2:11][CH2:12][O:13][C:14]2[N:22]=[C:21]3[C:17]([N:18]=[C:19]([O:23][CH3:24])[N:20]3[CH2:37][CH:38]3[CH2:42][CH2:41][O:40][CH2:39]3)=[C:16]([NH2:25])[N:15]=2)[CH2:10][CH2:9]1 |f:0.1,2.3.4|. Product: C1(CC1)CCOC1=NC(=C2N=C(N(C2=N1)CC1COCC1)OC)N (2-[(2-Cyclopropylethyl)oxy]-8-(methoxy)-9-[tetrahydro-3-furanylmethyl]-9H-purin-6-amine). Starting materials: [BH4-], NC(=O)c1cc(C(=O)CBr)ccc1OCc1ccccc1, CCO, [Na+], C1CCOC1. Product: NC(=O)c1cc(C2CO2)ccc1OCc1ccccc1. Reaction SMILES: [BH4-:22].[CH2:1]([c:2]1[cH:3][cH:4][cH:5][cH:6][cH:7]1)[O:8][c:9]1[c:10]([C:11](=[O:12])[NH2:13])[cH:14][c:15]([C:18]([CH2:19][Br:20])=[O:21])[cH:16][cH:17]1.[CH3:29][CH2:30][OH:31].[Na+:23].[O:24]1[CH2:25][CH2:26][CH2:27][CH2:28]1>>[CH2:1]([c:2]1[cH:3][cH:4][cH:5][cH:6][cH:7]1)[O:8][c:9]1[c:10]([C:11](=[O:12])[NH2:13])[cH:14][c:15]([CH:18]2[CH2:19][O:21]2)[cH:16][cH:17]1. Reaction conditions: time 1 hour. Procedure details: A solution of sodium ethanolate 21% (in ethanol, 0.75 ml, 2 mmol) was added to ethyl acetoacetate (0.25 ml, 1.97 mmol) in 3 ml ethanol at 0° C. After 1 h at 0° C., a solution of (2Z or E)-1-[3-(trifluoromethyl)phenyl]-2-(2,2,2-trifluoro-1-{[(4-methylphenyl)sulfonyl]-oxy}ethylidene)hydrazine (254 mg, 0.60 mmol) in 5 ml ethanol was added. Stirring was continued for 18 h at room temperature and then the yellow solution was diluted with EtOAc washed with water and brine. The combined organic layers ... Run in CCOC(=O)C (EtOAc), C(C)O (ethanol), C(C)O (ethanol). Starting materials: C(C)[O-].[Na+] (sodium ethanolate), C(CC(=O)C)(=O)OCC (ethyl acetoacetate), 2Z, FC(C=1C=C(C=CC1)NN=C(C(F)(F)F)OS(=O)(=O)C1=CC=C(C=C1)C)(F)F (1-[3-(trifluoromethyl)phenyl]-2-(2,2,2-trifluoro-1-{[(4-methylphenyl)sulfonyl]-oxy}ethylidene)hydrazine). Product: C(C)OC(=O)C=1C(=NN(C1C)C1=CC(=CC=C1)C(F)(F)F)C(F)(F)F (5-Methyl-3-trifluoromethyl-1-(3-trifluoromethyl-phenyl)-1H-pyrazole-4-carboxylic acid ethyl ester). RXN SMILES: C([O-])C.[Na+].[C:5]([O:11][CH2:12][CH3:13])(=[O:10])[CH2:6][C:7]([CH3:9])=O.[F:14][C:15]([F:41])([F:40])[C:16]1[CH:17]=[C:18]([NH:22][N:23]=[C:24](OS(C2C=CC(C)=CC=2)(=O)=O)[C:25]([F:28])([F:27])[F:26])[CH:19]=[CH:20][CH:21]=1>C(O)C.CCOC(C)=O>[CH2:12]([O:11][C:5]([C:6]1[C:24]([C:25]([F:26])([F:27])[F:28])=[N:23][N:22]([C:18]2[CH:19]=[CH:20][CH:21]=[C:16]([C:15]([F:40])([F:41])[F:14])[CH:17]=2)[C:7]=1[CH3:9])=[O:10])[CH3:13] |f:0.1|. The reactants are C(F)(F)(C(F)(F)C(F)(F)C(F)(F)F)S(=O)(=O)N (C4F9SO2NH2), [OH-].[Na+] (NaOH), ClCC(=O)O[Na] (ClCH2CO2Na). The solvent is O (water), O (Water), O (water). Run at temperature 98 celsius. The product is C(F)(F)(C(F)(F)C(F)(F)C(F)(F)F)S(=O)(=O)NCC(=O)O[Na] (C4F9SO2N(H)CH2CO2Na). The yield is 70.0%. RXN SMILES: [C:1]([S:14]([NH2:17])(=[O:16])=[O:15])([C:4]([C:7]([C:10]([F:13])([F:12])[F:11])([F:9])[F:8])([F:6])[F:5])([F:3])[F:2].[OH-].[Na+].Cl[CH2:21][C:22]([O:24][Na:25])=[O:23]>O>[C:1]([S:14]([NH:17][CH2:21][C:22]([O:24][Na:25])=[O:23])(=[O:16])=[O:15])([C:4]([C:7]([C:10]([F:13])([F:11])[F:12])([F:9])[F:8])([F:6])[F:5])([F:3])[F:2] |f:1.2|. Reported procedure: A 1 L 3-necked round bottom flask equipped with a mechanical stirrer, thermocouple, reflux condenser and heating mantle was charged with C4F9SO2NH2 (58 g; 0.20 moles; as prepared above), NaOH (8.7 g; 0.22 moles; pellets) and water (60 mL) and heated at 98° C. for 45 minutes. Upon cooling to 76° C., ClCH2CO2Na (25 g; 0.22 moles, Sigma-Aldrich) was added and the temperature was then increased to 100° C. and maintained for 18 hours. Water was then added (200 mL) and a white solid appeared. The uppe...